This data is from the Open Reaction Database (ORD), a public repository of structured organic reaction records. The task is: describe an organic reaction: reactants, conditions, products, and yield Starting materials: O=O (oxygen), ClC1=NC(=CC=C1CNC(C(C)C1=CC(=C(C=C1)CNS(=O)(=O)C)F)=O)C(F)(F)F (N-((2-chloro-6-(trifluoromethyl)pyridin-3-yl)methyl)-2-(3-fluoro-4-(methylsulfonamidomethyl)phenyl)propanamide), C=1(C(=CC=CC1)CCO)C (toluene-ethanol), C1(=CC=CC=C1)B(CO)CO ((phenylboranediyl)dimethanol), C([O-])([O-])=O.[Na+].[Na+] (sodium carbonate). Reagents/catalysts: C=1C=CC(=CC1)[P](C=2C=CC=CC2)(C=3C=CC=CC3)[Pd]([P](C=4C=CC=CC4)(C=5C=CC=CC5)C=6C=CC=CC6)([P](C=7C=CC=CC7)(C=8C=CC=CC8)C=9C=CC=CC9)[P](C=1C=CC=CC1)(C=1C=CC=CC1)C=1C=CC=CC1 (tetrakis(triphenylphosphine)palladium). Reaction conditions: temperature 100 celsius. Yields the product FC=1C=C(C=CC1CNS(=O)(=O)C)C(C(=O)NCC=1C(=NC(=CC1)C(F)(F)F)C1=CC=CC=C1)C (2-(3-fluoro-4-(methylsulfonamidomethyl)phenyl)-N-((2-phenyl-6-(trifluoromethyl)pyridin-3-yl)methyl)propanamide). Yield: 84.0%. As a reaction SMILES: Cl[C:2]1[C:7]([CH2:8][NH:9][C:10](=[O:26])[CH:11]([C:13]2[CH:18]=[CH:17][C:16]([CH2:19][NH:20][S:21]([CH3:24])(=[O:23])=[O:22])=[C:15]([F:25])[CH:14]=2)[CH3:12])=[CH:6][CH:5]=[C:4]([C:27]([F:30])([F:29])[F:28])[N:3]=1.[C:31]1(C)[C:32](CCO)=[CH:33][CH:34]=[CH:35][CH:36]=1.C1(B(CO)CO)C=CC=CC=1.C(=O)([O-])[O-].[Na+].[Na+].O=O>C1C=CC([P]([Pd]([P](C2C=CC=CC=2)(C2C=CC=CC=2)C2C=CC=CC=2)([P](C2C=CC=CC=2)(C2C=CC=CC=2)C2C=CC=CC=2)[P](C2C=CC=CC=2)(C2C=CC=CC=2)C2C=CC=CC=2)(C2C=CC=CC=2)C2C=CC=CC=2)=CC=1>[F:25][C:15]1[CH:14]=[C:13]([CH:11]([CH3:12])[C:10]([NH:9][CH2:8][C:7]2[C:2]([C:31]3[CH:32]=[CH:33][CH:34]=[CH:35][CH:36]=3)=[N:3][C:4]([C:27]([F:30])([F:29])[F:28])=[CH:5][CH:6]=2)=[O:26])[CH:18]=[CH:17][C:16]=1[CH2:19][NH:20][S:21]([CH3:24])(=[O:23])=[O:22] |f:3.4.5,^1:63,65,84,103|. Reported procedure: The N-((2-chloro-6-(trifluoromethyl)pyridin-3-yl)methyl)-2-(3-fluoro-4-(methylsulfonamidomethyl)phenyl)propanamide (100 mg, 0.214 mmol) was added to a mixture of 1.2 mL toluene-ethanol (8:2). After addition of (phenylboranediyl)dimethanol (39 mg, 0.324 mmol), 0.2 mL 2 M aqueous sodium carbonate solution and tetrakis(triphenylphosphine)palladium (0) (25 mg) the mixture was heated at 100° C. for 1 h in a microwave. The reaction mixture was free from oxygen by evacuating and flushing with nitrogen.... Reactants: compound 139, Cl.ClC=1C=CC=2N(C1)C(=C(N2)C2=CC=C(C#N)C=C2)CCl (4-(6-chloro-3-(chloromethyl)imidazo[1,2-a]pyridin-2-yl)benzonitrile hydrochloride), ClC1=NC(=NC(=C1)C)N (4-chloro-6-methylpyrimidin-2-amine). Product: ClC=1C=CC=2N(C1)C(=C(N2)C2=CC=C(C#N)C=C2)CNC2=NC(=CC(=N2)Cl)C (4-(6-chloro-3-((4-chloro-6-methylpyrimidin-2-ylamino)methyl)imidazo[1,2-a]pyridin-2-yl)benzonitrile). As a reaction SMILES: Cl.[Cl:2][C:3]1[CH:4]=[CH:5][C:6]2[N:7]([C:9]([CH2:20]Cl)=[C:10]([C:12]3[CH:19]=[CH:18][C:15]([C:16]#[N:17])=[CH:14][CH:13]=3)[N:11]=2)[CH:8]=1.[Cl:22][C:23]1[CH:28]=[C:27]([CH3:29])[N:26]=[C:25]([NH2:30])[N:24]=1>>[Cl:2][C:3]1[CH:4]=[CH:5][C:6]2[N:7]([C:9]([CH2:20][NH:30][C:25]3[N:24]=[C:23]([Cl:22])[CH:28]=[C:27]([CH3:29])[N:26]=3)=[C:10]([C:12]3[CH:13]=[CH:14][C:15]([C:16]#[N:17])=[CH:18][CH:19]=3)[N:11]=2)[CH:8]=1 |f:0.1|. Reported procedure: The title compound was prepared according to Method A and the experimentals described for compound 139 from 4-(6-chloro-3-(chloromethyl)imidazo[1,2-a]pyridin-2-yl)benzonitrile hydrochloride and 4-chloro-6-methylpyrimidin-2-amine. m/e+ 409.0, 411.0 for C20H14Cl2N6; H-NMR (400 MHz, CDCl3) 8.80 (s, 1H), 7.953 (d, J=8.277 Hz, 2H), 7.750 (d, J=8.093 Hz, 2H), 7.593 (d, J=9.533 Hz, 1H), 7.234 (d, J=9.551 Hz, 1H), 6.545 (s, 1H), 5.257 (s, NH), 5.03 (d, J=5.498 Hz, 2H, D, CH2), 2.311 (s, 6H, D, 2CH3) ppm... The reactants are CCI, Cc1nc(C#Cc2ccnc(Cl)c2)c(C)n1-c1cc[nH]c(=O)c1. The product is CCn1ccc(-n2c(C)nc(C#Cc3ccnc(Cl)c3)c2C)cc1=O. RXN SMILES: [CH2:24]([CH3:25])[I:26].[Cl:1][c:2]1[n:3][cH:4][cH:5][c:6]([C:8]#[C:9][c:10]2[n:11][c:12]([CH3:23])[n:13](-[c:16]3[cH:17][c:18](=[O:22])[nH:19][cH:20][cH:21]3)[c:14]2[CH3:15])[cH:7]1>>[Cl:1][c:2]1[n:3][cH:4][cH:5][c:6]([C:8]#[C:9][c:10]2[n:11][c:12]([CH3:23])[n:13](-[c:16]3[cH:17][c:18](=[O:22])[n:19]([CH2:24][CH3:25])[cH:20][cH:21]3)[c:14]2[CH3:15])[cH:7]1. Reactants: C(C)OC(CN(S(=O)(=O)C1=CC2=CC=CC=C2C=C1)[C@H]1CC(CCCC1)OS(=O)(=O)C)=O ((R)—N-naphthalene-2-sulfonyl (3-methanesulfonyloxy-cycloheptyl)glycine ethyl ester), C([O-])([O-])=O.[Cs+].[Cs+] (cesium carbonate), [I-].[Li+] (lithium iodide). Run in O (water), CN(C=O)C (N,N-dimethylformamide). Run at temperature 80 celsius. Yields the product C(C)OC(=O)C1N(C2CCCC[C@@H]1C2)S(=O)(=O)C2=CC1=CC=CC=C1C=C2 ((R)-7-(Naphthalene-2-sulfonyl)-7-aza-bicyclo[4.2.1]nonane-8-carboxylic acid ethyl ester). The yield is 77.0%. As a reaction SMILES: [CH2:1]([O:3][C:4](=[O:32])[CH2:5][N:6]([C@@H:20]1[CH2:26][CH2:25][CH2:24][CH2:23][CH:22](OS(C)(=O)=O)[CH2:21]1)[S:7]([C:10]1[CH:19]=[CH:18][C:17]2[C:12](=[CH:13][CH:14]=[CH:15][CH:16]=2)[CH:11]=1)(=[O:9])=[O:8])[CH3:2].C(=O)([O-])[O-].[Cs+].[Cs+].[I-].[Li+]>CN(C)C=O.O>[CH2:1]([O:3][C:4]([CH:5]1[C@H:22]2[CH2:21][CH:20]([CH2:26][CH2:25][CH2:24][CH2:23]2)[N:6]1[S:7]([C:10]1[CH:19]=[CH:18][C:17]2[C:12](=[CH:13][CH:14]=[CH:15][CH:16]=2)[CH:11]=1)(=[O:9])=[O:8])=[O:32])[CH3:2] |f:1.2.3,4.5|. Reported procedure: To a solution of (R)—N-naphthalene-2-sulfonyl (3-methanesulfonyloxy-cycloheptyl)glycine ethyl ester (0.60 g, 1.24 mmol) in N,N-dimethylformamide (5 mL) is added cesium carbonate (1.21 g, 3.71 mmol) followed by lithium iodide (0.249 g, 1.86 mmol), and the reaction is heated to 80° C. for 3 hours. The reaction is cooled to ambient temperature, diluted with water, and extracted three times with ethyl acetate. The combined organic extracts are washed with brine, dried over magnesium sulfate, and con... The reactants are BrC1=NN(C2=NC=C(C=C21)F)C(C2=CC=CC=C2)(C2=CC=CC=C2)C2=CC=CC=C2 (3-bromo-5-fluoro-1-trityl-pyrazolo[3,4-b]pyridine), CC(=O)[O-].[K+] (KOAc), CC1(OB(OC1(C)C)B1OC(C(O1)(C)C)(C)C)C (4,4,5,5-tetramethyl-2-(4,4,5,5-tetramethyl-1,3,2-dioxaborolan-2-yl)-1,3,2-dioxaborolane). Reagents/catalysts: C1=CC=C(C=C1)P([C-]2C=CC=C2)C3=CC=CC=C3.C1=CC=C(C=C1)P([C-]2C=CC=C2)C3=CC=CC=C3.Cl[Pd]Cl.[Fe+2] (Pd(dppf)2Cl2). Solvent: CN(C)C=O (DMF). Run at temperature 100 celsius. Yields the product BrC1=NN(C2=NC=CC=C21)C(C2=CC=CC=C2)(C2=CC=CC=C2)C2=CC=CC=C2 (3-bromo-1-trityl-1H-pyrazolo[3,4-b]pyridine). Reaction SMILES: [Br:1][C:2]1[C:10]2[C:5](=[N:6][CH:7]=[C:8](F)[CH:9]=2)[N:4]([C:12]([C:25]2[CH:30]=[CH:29][CH:28]=[CH:27][CH:26]=2)([C:19]2[CH:24]=[CH:23][CH:22]=[CH:21][CH:20]=2)[C:13]2[CH:18]=[CH:17][CH:16]=[CH:15][CH:14]=2)[N:3]=1.CC([O-])=O.[K+].CC1(C)C(C)(C)OB(B2OC(C)(C)C(C)(C)O2)O1>CN(C=O)C.C1C=CC(P(C2C=CC=CC=2)[C-]2C=CC=C2)=CC=1.C1C=CC(P(C2C=CC=CC=2)[C-]2C=CC=C2)=CC=1.Cl[Pd]Cl.[Fe+2]>[Br:1][C:2]1[C:10]2[C:5](=[N:6][CH:7]=[CH:8][CH:9]=2)[N:4]([C:12]([C:25]2[CH:30]=[CH:29][CH:28]=[CH:27][CH:26]=2)([C:19]2[CH:20]=[CH:21][CH:22]=[CH:23][CH:24]=2)[C:13]2[CH:18]=[CH:17][CH:16]=[CH:15][CH:14]=2)[N:3]=1 |f:1.2,5.6.7.8|. Procedure: A solution of 3-bromo-5-fluoro-1-trityl-pyrazolo[3,4-b]pyridine, 44, (16.86 g, 36.79 mmol), KOAc (10.83 g, 110.4 mmol) and 4,4,5,5-tetramethyl-2-(4,4,5,5-tetramethyl-1,3,2-dioxaborolan-2-yl)-1,3,2-dioxaborolane (14.01 g, 55.18 mmol) in DMF (250 mL) was degassed under a nitrogen stream for 40 min. To the mixture was added Pd(dppf)2Cl2 (3.00 g, 3.68 mmol). The reaction mixture was heated at 100° C. for 90 minutes. The reaction mixture was filtered through a pad of florisil and celite. The filtrate... The reactants are S(=O)(Cl)Cl (thionyl chloride), NC1=NC=NN2C1=C(C(=C2)CO)C2=CC(=C(C=C2)NC(=O)NC2=NC=CC(=C2)C(F)(F)F)F (N-{4-[4-amino-6-(hydroxymethyl)-pyrrolo[2,1-f][1,2,4]triazin-5-yl]-2-fluorophenyl}-N′-[4-(trifluoromethyl)pyridin-2-yl]urea), CCC([BH-](C(CC)C)C(CC)C)C.[Li+] (L-Selectride). Run in C(Cl)Cl (CH2Cl2), ClC(C)Cl (dichloroethane), C(Cl)Cl (CH2Cl2). Reaction conditions: time 30 minute. Yields the product NC1=NC=NN2C1=C(C(=C2)C)C2=CC(=C(C=C2)NC(=O)NC2=NC=CC(=C2)C(F)(F)F)F (1-[4-(4-amino-6-methylpyrrolo[2,1-f][1,2,4]triazin-5-yl)-2-fluorophenyl]-3-[4-(trifluoromethyl)pyridin-2-yl]urea). The yield is 59.0%. As a reaction SMILES: [NH2:1][C:2]1[C:7]2=[C:8]([C:13]3[CH:18]=[CH:17][C:16]([NH:19][C:20]([NH:22][C:23]4[CH:28]=[C:27]([C:29]([F:32])([F:31])[F:30])[CH:26]=[CH:25][N:24]=4)=[O:21])=[C:15]([F:33])[CH:14]=3)[C:9]([CH2:11]O)=[CH:10][N:6]2[N:5]=[CH:4][N:3]=1.S(Cl)(Cl)=O.CCC(C)[BH-](C(C)CC)C(C)CC.[Li+]>C(Cl)Cl.ClC(Cl)C>[NH2:1][C:2]1[C:7]2=[C:8]([C:13]3[CH:18]=[CH:17][C:16]([NH:19][C:20]([NH:22][C:23]4[CH:28]=[C:27]([C:29]([F:30])([F:32])[F:31])[CH:26]=[CH:25][N:24]=4)=[O:21])=[C:15]([F:33])[CH:14]=3)[C:9]([CH3:11])=[CH:10][N:6]2[N:5]=[CH:4][N:3]=1 |f:2.3|. Reported procedure: A suspension of Intermediate AJ (N-{4-[4-amino-6-(hydroxymethyl)-pyrrolo[2,1-f][1,2,4]triazin-5-yl]-2-fluorophenyl}-N′-[4-(trifluoromethyl)pyridin-2-yl]urea) (200 mg, 0.433 mmol) in CH2Cl2 (5 mL) was treated with thionyl chloride (129 mg, 1.08 mmol) and allowed to stir for 30 min at rt. The reaction mixture was diluted with dichloroethane (25 mL) and the volatiles removed under vacuum. The residue was suspended in dichloroethane (25 mL) and concentrated a second time. The residue was then placed... Reaction SMILES: [CH2:13]([CH2:14][SH:15])[SH:16].[CH2:1]([CH2:2][C:3]([CH2:4][CH2:5][CH3:6])=[O:7])[n:8]1[cH:9][n:10][cH:11][cH:12]1.[CH2:22]([Cl:23])[Cl:24].[CH3:17][S:18](=[O:19])(=[O:20])[OH:21]>>[CH2:1]([CH2:2][C:3]1([CH2:4][CH2:5][CH3:6])[S:15][CH2:14][CH2:13][S:16]1)[n:8]1[cH:9][n:10][cH:11][cH:12]1. Product: CCCC1(CCn2ccnc2)SCCS1. Starting materials: SCCS, CCCC(=O)CCn1ccnc1, ClCCl, CS(=O)(=O)O.